Task: describe an organic reaction: reactants, conditions, products, and yield. Dataset: the Open Reaction Database (ORD), a public repository of structured organic reaction records Starting materials: [H][H] (hydrogen), C(C=C)C1=CC=CC=2N(C(=NC21)COC2=CC=C(C=C2)Cl)CCCC2CCN(CC2)C(=O)OC(C)(C)C (4-(prop-2-enyl)-2-[(4-chlorophenoxy)methyl]-1-[3-[1-(t-butoxycarbonyl)piperidin-4-yl]propyl]benzimidazole). Reagents/catalysts: [Pd] (palladium on activated carbon). Run in C(C)(=O)OCC (ethyl acetate). Reaction conditions: time 3 hour. Product: C(CC)C1=CC=CC=2N(C(=NC21)COC2=CC=C(C=C2)Cl)CCCC2CCN(CC2)C(=O)OC(C)(C)C (4-(propyl)-2-[(4-chlorophenoxy)methyl]-1-[3-[1-(t-butoxycarbonyl)piperidin-4-yl]propyl]benzimidazole). As a reaction SMILES: [CH2:1]([C:4]1[C:12]2[N:11]=[C:10]([CH2:13][O:14][C:15]3[CH:20]=[CH:19][C:18]([Cl:21])=[CH:17][CH:16]=3)[N:9]([CH2:22][CH2:23][CH2:24][CH:25]3[CH2:30][CH2:29][N:28]([C:31]([O:33][C:34]([CH3:37])([CH3:36])[CH3:35])=[O:32])[CH2:27][CH2:26]3)[C:8]=2[CH:7]=[CH:6][CH:5]=1)[CH:2]=[CH2:3].[H][H]>[Pd].C(OCC)(=O)C>[CH2:1]([C:4]1[C:12]2[N:11]=[C:10]([CH2:13][O:14][C:15]3[CH:16]=[CH:17][C:18]([Cl:21])=[CH:19][CH:20]=3)[N:9]([CH2:22][CH2:23][CH2:24][CH:25]3[CH2:26][CH2:27][N:28]([C:31]([O:33][C:34]([CH3:35])([CH3:37])[CH3:36])=[O:32])[CH2:29][CH2:30]3)[C:8]=2[CH:7]=[CH:6][CH:5]=1)[CH2:2][CH3:3]. Procedure details: In a 50 ml sinfle neck round bottom flask, under a nitrogen atmosphere, 4-(prop-2-enyl)-2-[(4-chlorophenoxy)methyl]-1-[3-[1-(t-butoxycarbonyl)piperidin-4-yl]propyl]benzimidazole (100 mg, 0.19 mmol) was added to ethyl acetate (4 ml). To this solution was added 10% palladium on activated carbon (100 mg), followed by the addition of a hydrogen balloon. The reaction mixture was stirred for three hours at room temperature, then filtered through a bed of CELITE™. The desired title product was further ... The reactants are CC1(C)CCCN(C(=O)c2csc(Br)c2)CC1, O=C([O-])[O-], Cc1n[nH]cc1B1OC(C)(C)C(C)(C)O1, COCCOC, [Cs+], [Cs+], O, [Pd], c1ccc(P(c2ccccc2)c2ccccc2)cc1, c1ccc(P(c2ccccc2)c2ccccc2)cc1, c1ccc(P(c2ccccc2)c2ccccc2)cc1, c1ccc(P(c2ccccc2)c2ccccc2)cc1. Yields the product Cc1n[nH]cc1-c1cc(C(=O)N2CCCC(C)(C)CC2)cs1. As a reaction SMILES: [Br:1][c:2]1[cH:3][c:4]([C:7](=[O:8])[N:9]2[CH2:10][CH2:11][C:12]([CH3:16])([CH3:17])[CH2:13][CH2:14][CH2:15]2)[cH:5][s:6]1.[C:33](=[O:34])([O-:35])[O-:36].[CH3:18][c:19]1[n:20][nH:21][cH:22][c:23]1[B:24]1[O:25][C:26]([CH3:27])([CH3:28])[C:29]([CH3:30])([CH3:31])[O:32]1.[CH3:40][O:41][CH2:42][CH2:43][O:44][CH3:45].[Cs+:37].[Cs+:38].[OH2:39].[Pd:122].[c:103]1([P:104]([c:105]2[cH:106][cH:107][cH:108][cH:109][cH:110]2)[c:111]2[cH:112][cH:113][cH:114][cH:115][cH:116]2)[cH:117][cH:118][cH:119][cH:120][cH:121]1.[c:46]1([P:47]([c:48]2[cH:49][cH:50][cH:51][cH:52][cH:53]2)[c:54]2[cH:55][cH:56][cH:57][cH:58][cH:59]2)[cH:60][cH:61][cH:62][cH:63][cH:64]1.[c:65]1([P:66]([c:67]2[cH:68][cH:69][cH:70][cH:71][cH:72]2)[c:73]2[cH:74][cH:75][cH:76][cH:77][cH:78]2)[cH:79][cH:80][cH:81][cH:82][cH:83]1.[c:84]1([P:85]([c:86]2[cH:87][cH:88][cH:89][cH:90][cH:91]2)[c:92]2[cH:93][cH:94][cH:95][cH:96][cH:97]2)[cH:98][cH:99][cH:100][cH:101][cH:102]1>>[c:2]1(-[c:23]2[c:19]([CH3:18])[n:20][nH:21][cH:22]2)[cH:3][c:4]([C:7](=[O:8])[N:9]2[CH2:10][CH2:11][C:12]([CH3:16])([CH3:17])[CH2:13][CH2:14][CH2:15]2)[cH:5][s:6]1. The reactants are O=C([O-])[O-], CC(C)(C)OC(=O)N1CC2=C(CNC2)C1, CCOC(=O)c1ccc(Cl)nc1, [Cs+], [Cs+], CN(C)C=O. Product: CCOC(=O)c1ccc(N2CC3=C(CN(C(=O)OC(C)(C)C)C3)C2)nc1. RXN SMILES: [C:28](=[O:29])([O-:30])[O-:31].[CH2:13]1[N:14]([C:21](=[O:22])[O:23][C:24]([CH3:25])([CH3:26])[CH3:27])[CH2:15][C:16]2=[C:17]1[CH2:18][NH:19][CH2:20]2.[Cl:1][c:2]1[n:3][cH:4][c:5]([C:6](=[O:7])[O:8][CH2:9][CH3:10])[cH:11][cH:12]1.[Cs+:32].[Cs+:33].[O:34]=[CH:35][N:36]([CH3:37])[CH3:38]>>[c:2]1([N:19]2[CH2:18][C:17]3=[C:16]([CH2:15][N:14]([C:21](=[O:22])[O:23][C:24]([CH3:25])([CH3:26])[CH3:27])[CH2:13]3)[CH2:20]2)[n:3][cH:4][c:5]([C:6](=[O:7])[O:8][CH2:9][CH3:10])[cH:11][cH:12]1. The reactants are C(C)(C)(C)C1=CC=C(CNC(C(C)C2=CC(=C(C=C2)N)N)=O)C=C1 (N-(4-tert.-butylbenzyl)-2-(3,4-diaminophenyl)propanamide), C(OCC)(OCC)OCC (triethyl orthoformate), compound 13. The product is N1C=NC2=C1C=CC(=C2)C(C(=O)NCC2=CC=C(C=C2)C(C)(C)C)C (2-(1H-benzoimidazol-5-yl)-N-(4-tert.-butyl-benzyl)-propionamide). As a reaction SMILES: [C:1]([C:5]1[CH:24]=[CH:23][C:8]([CH2:9][NH:10][C:11](=[O:22])[CH:12]([C:14]2[CH:19]=[CH:18][C:17]([NH2:20])=[C:16]([NH2:21])[CH:15]=2)[CH3:13])=[CH:7][CH:6]=1)([CH3:4])([CH3:3])[CH3:2].[CH:25](OCC)(OCC)OCC>>[NH:20]1[C:17]2[CH:18]=[CH:19][C:14]([CH:12]([CH3:13])[C:11]([NH:10][CH2:9][C:8]3[CH:23]=[CH:24][C:5]([C:1]([CH3:2])([CH3:3])[CH3:4])=[CH:6][CH:7]=3)=[O:22])=[CH:15][C:16]=2[N:21]=[CH:25]1. Procedure details: The compound was obtained by reacting N-(4-tert.-butylbenzyl)-2-(3,4-diaminophenyl)propanamide with triethyl orthoformate in a similar manner to example compound 13. RXN SMILES: [CH2:1]([NH2:9])[CH2:2][CH2:3][CH2:4][CH2:5][CH2:6][CH2:7][CH3:8].[C:10](OCC)(=[O:14])[CH:11]([CH3:13])[OH:12]>>[CH2:1]([NH:9][C:10](=[O:14])[CH:11]([CH3:13])[OH:12])[CH2:2][CH2:3][CH2:4][CH2:5][CH2:6][CH2:7][CH3:8]. Procedure details: 388 g (3 mol) of n-octylamine were added to 473 g (4 mol) of ethyl lactate in a round-bottomed flask with a distillation apparatus over the course of two hours with stirring and a nitrogen purge. When the addition was complete, the temperature was increased to 90° C. and the ethanol which formed was distilled. The temperature was then increased to 140° C. and maintained for one hour. The pressure was then reduced to 50 mbar and unreacted ethyl lactate was distilled. 585 g of octllactamide were o... The reactants are C(CCCCCCC)N (n-octylamine), C(C(O)C)(=O)OCC (ethyl lactate). Yields the product C(CCCCCCC)NC(C(O)C)=O (N-octyllactamide). Run at temperature 90 celsius. The reactants are Cl.C(C1=CC=CC=C1)NCCC1=CNC(N1[C@H]1COC2=C(C=C(C=C2C1)F)F)=S ((R)-5-(2-(benzylamino)ethyl)-1-(6,8-difluorochroman-3-yl)-1H-imidazole-2(3H)-thione hydrochloride). Solvent: CO (Methanol). Reaction conditions: temperature 47.3 celsius. The product is C(C1=CC=CC=C1)NCCC1=CNC(N1[C@H]1COC2=C(C=C(C=C2C1)F)F)=S ((R)-5-(2-(benzylamino)ethyl)-1-(6,8-difluorochroman-3-yl)-1H-imidazole-2(3H)-thione). Isolated yield 90.2%. RXN SMILES: Cl.[CH2:2]([NH:9][CH2:10][CH2:11][C:12]1[N:16]([C@@H:17]2[CH2:26][C:25]3[C:20](=[C:21]([F:28])[CH:22]=[C:23]([F:27])[CH:24]=3)[O:19][CH2:18]2)[C:15](=[S:29])[NH:14][CH:13]=1)[C:3]1[CH:8]=[CH:7][CH:6]=[CH:5][CH:4]=1>CO>[CH2:2]([NH:9][CH2:10][CH2:11][C:12]1[N:16]([C@@H:17]2[CH2:26][C:25]3[C:20](=[C:21]([F:28])[CH:22]=[C:23]([F:27])[CH:24]=3)[O:19][CH2:18]2)[C:15](=[S:29])[NH:14][CH:13]=1)[C:3]1[CH:8]=[CH:7][CH:6]=[CH:5][CH:4]=1 |f:0.1|. Reported procedure: A 250 L reactor was charged with 10.22 kg of purified (R)-5-(2-(benzylamino)ethyl)-1-(6,8-difluorochroman-3-yl)-1H-imidazole-2(3H)-thione hydrochloride, 113.0 kg of Methanol was added and the reaction mixture was heated to 47.3° C. with stirring at 120 rpm. A resulting clear brown solution was filtered warm through a GAF filter into a 200 L drum and the filter was flushed with 8.0 kg of Methanol. The reactor was cleaned with 45.0 kg of Methanol, the filtered Methanol solution was transferred fro... The reactants are ice, N1(C=NC=C1)C1=CC=C(C=C1)C=1C=C(C(NC1C)=O)C#N (1,2-dihydro-5-[4-(1H-imidazol-1-yl)phenyl]-6-methyl-2-oxo-3-pyridinecarbonitrile), S(O)(O)(=O)=O (sulfuric acid), N (ammonia). Reaction SMILES: [N:1]1([C:6]2[CH:11]=[CH:10][C:9]([C:12]3[CH:13]=[C:14]([C:20]#[N:21])[C:15](=[O:19])[NH:16][C:17]=3[CH3:18])=[CH:8][CH:7]=2)[CH:5]=[CH:4][N:3]=[CH:2]1.N.S(=O)(=O)(O)[OH:24]>>[N:1]1([C:6]2[CH:11]=[CH:10][C:9]([C:12]3[CH:13]=[C:14]([C:20]([NH2:21])=[O:24])[C:15](=[O:19])[NH:16][C:17]=3[CH3:18])=[CH:8][CH:7]=2)[CH:5]=[CH:4][N:3]=[CH:2]1. The product is N1(C=NC=C1)C1=CC=C(C=C1)C=1C=C(C(NC1C)=O)C(=O)N (1,2-dihydro-5-[4-(1H-imidazol-1-yl)phenyl]-6-methyl-2-oxo-3-pyridinecarboxamide). Procedure: A solution of 1,2-dihydro-5-[4-(1H-imidazol-1-yl)phenyl]-6-methyl-2-oxo-3-pyridinecarbonitrile (5.0 g) in 25 ml of concentrated sulfuric acid is heated on a steam bath for 40 minutes, cooled to room temperature and poured into 150 ml of ice. The mixture is adjusted to pH 8 with concentrated ammonia. The solid is collected and recrystallized successively from 10:1 water/acetic acid, dimethylformamide, and 2-methoxyethanol to give 2.06 g of 1,2-dihydro-5-[4-(1H-imidazol-1-yl)phenyl]-6-methyl-2-oxo... The reactants are O=C([O-])[O-], CCC(C)=O, CC(=O)O, COCCCl, [I-], [K+], [K+], [K+], O=C(c1ccccc1)N1CCN(Cc2ccc(OC3CCNCC3)cc2)CC1. The product is COCCN1CCC(Oc2ccc(CN3CCN(C(=O)c4ccccc4)CC3)cc2)CC1. Reaction SMILES: [C:34](=[O:35])([O-:36])[O-:37].[CH3:42][C:43](=[O:44])[CH2:45][CH3:46].[CH3:47][C:48](=[O:49])[OH:50].[Cl:29][CH2:30][CH2:31][O:32][CH3:33].[I-:41].[K+:38].[K+:39].[K+:40].[c:1]1([C:7](=[O:8])[N:9]2[CH2:10][CH2:11][N:12]([CH2:15][c:16]3[cH:17][cH:18][c:19]([O:22][CH:23]4[CH2:24][CH2:25][NH:26][CH2:27][CH2:28]4)[cH:20][cH:21]3)[CH2:13][CH2:14]2)[cH:2][cH:3][cH:4][cH:5][cH:6]1>>[c:1]1([C:7](=[O:8])[N:9]2[CH2:10][CH2:11][N:12]([CH2:15][c:16]3[cH:17][cH:18][c:19]([O:22][CH:23]4[CH2:24][CH2:25][N:26]([CH2:30][CH2:31][O:32][CH3:33])[CH2:27][CH2:28]4)[cH:20][cH:21]3)[CH2:13][CH2:14]2)[cH:2][cH:3][cH:4][cH:5][cH:6]1. Starting materials: C(C)N1CCN(CC1)C1CCN(CC1)C(=O)OC(C)(C)C (tert-butyl 4-(4-ethylpiperazin-1-yl)piperidine-1-carboxylate), CO (methanol), ClCCl (dichloromethane), Cl (HCl), Cl (HCl), chloride salt. Procedure details: The protective group was removed by introducing 40 g (135 mmol) of tert-butyl 4-(4-ethylpiperazin-1-yl)piperidine-1-carboxylate from example b.1.1 into 200 ml of methanol and 1.8 l of dichloromethane and adding 100 ml of 5-6M HCl solution in isopropanol. A suspension resulted, and slight gas evolution was also observable. The reaction mixture was stirred at 40° C. (water bath temperature) for one hour and then stirred at room temperature for 48 hours. For complete deprotection, 50 ml of the 5-6M... The product is C(C)N1CCN(CC1)C1CCNCC1 (1-ethyl-4-piperidin-4-ylpiperazine). Solvent: C(C)(C)O (isopropanol), O (water), C(C)(C)O (isopropanol). Conditions: time 48 hour. As a reaction SMILES: [CH2:1]([N:3]1[CH2:8][CH2:7][N:6]([CH:9]2[CH2:14][CH2:13][N:12](C(OC(C)(C)C)=O)[CH2:11][CH2:10]2)[CH2:5][CH2:4]1)[CH3:2].CO.ClCCl.Cl>C(O)(C)C.O>[CH2:1]([N:3]1[CH2:8][CH2:7][N:6]([CH:9]2[CH2:14][CH2:13][NH:12][CH2:11][CH2:10]2)[CH2:5][CH2:4]1)[CH3:2]. Isolated yield 86.7%. Reactants: C1CCOC1, CCOC(=O)C(=Cc1ccc(NC(=O)OC(C)(C)C)nc1)C(=O)OCC, [Li]C, [Cu]I, [NH4+], [OH-]. The product is CCOC(=O)C(C(=O)OCC)C(C)c1ccc(NC(=O)OC(C)(C)C)nc1. As a reaction SMILES: [CH2:31]1[O:32][CH2:33][CH2:34][CH2:35]1.[CH2:3]([CH3:4])[O:5][C:6]([C:7]([C:8](=[O:9])[O:10][CH2:11][CH3:12])=[CH:13][c:14]1[cH:15][n:16][c:17]([NH:20][C:21](=[O:22])[O:23][C:24]([CH3:25])([CH3:26])[CH3:27])[cH:18][cH:19]1)=[O:28].[CH3:1][Li:2].[Cu:36][I:37].[NH4+:30].[OH-:29]>>[CH3:1][CH:13]([CH:7]([C:6]([O:5][CH2:3][CH3:4])=[O:28])[C:8](=[O:9])[O:10][CH2:11][CH3:12])[c:14]1[cH:15][n:16][c:17]([NH:20][C:21](=[O:22])[O:23][C:24]([CH3:25])([CH3:26])[CH3:27])[cH:18][cH:19]1.